From a dataset of the Open Reaction Database (ORD), a public repository of structured organic reaction records. describe an organic reaction: reactants, conditions, products, and yield Starting materials: CC(=O)O, C, CC(=O)O, C=CCCCCCCOc1ccc(CCC(CO)(CO)NC(C)=O)cc1, CCO, [Pd]. Product: CC(=O)O, CC(=O)O, CCCCCCCCOc1ccc(CCC(CO)(CO)NC(C)=O)cc1. Reaction SMILES: [C:1]([CH3:2])(=[O:3])[OH:4].[C:38].[C:5]([CH3:6])(=[O:7])[OH:8].[C:9]([CH3:10])(=[O:11])[NH:12][C:13]([CH2:14][OH:15])([CH2:16][OH:17])[CH2:18][CH2:19][c:20]1[cH:21][cH:22][c:23]([O:26][CH2:27][CH2:28][CH2:29][CH2:30][CH2:31][CH2:32][CH:33]=[CH2:34])[cH:24][cH:25]1.[CH3:35][CH2:36][OH:37].[Pd:39]>>[C:1]([CH3:2])(=[O:3])[OH:4].[C:5]([CH3:6])(=[O:7])[OH:8].[C:9]([CH3:10])(=[O:11])[NH:12][C:13]([CH2:14][OH:15])([CH2:16][OH:17])[CH2:18][CH2:19][c:20]1[cH:21][cH:22][c:23]([O:26][CH2:27][CH2:28][CH2:29][CH2:30][CH2:31][CH2:32][CH2:33][CH3:34])[cH:24][cH:25]1. The reactants are CC(C)O, CCCN1C(=O)C(F)(F)CN(C2CCCC2)c2nc(Cl)ncc21, COc1cc(C(=O)NC2CCN(C)CC2)ccc1N, O, Cc1ccc(S(=O)(=O)O)cc1. Product: CCCN1C(=O)C(F)(F)CN(C2CCCC2)c2nc(Nc3ccc(C(=O)NC4CCN(C)CC4)cc3OC)ncc21. As a reaction SMILES: [CH3:55][CH:56]([OH:57])[CH3:58].[Cl:1][c:2]1[n:3][cH:4][c:5]2[c:6]([n:23]1)[N:7]([CH:18]1[CH2:19][CH2:20][CH2:21][CH2:22]1)[CH2:8][C:9]([F:16])([F:17])[C:10](=[O:15])[N:11]2[CH2:12][CH2:13][CH3:14].[NH2:24][c:25]1[c:26]([O:41][CH3:42])[cH:27][c:28]([C:29](=[O:30])[NH:31][CH:32]2[CH2:33][CH2:34][N:35]([CH3:38])[CH2:36][CH2:37]2)[cH:39][cH:40]1.[OH2:43].[c:44]1([CH3:45])[cH:46][cH:47][c:48]([S:49]([OH:50])(=[O:51])=[O:52])[cH:53][cH:54]1>>[c:2]1([NH:24][c:25]2[c:26]([O:41][CH3:42])[cH:27][c:28]([C:29](=[O:30])[NH:31][CH:32]3[CH2:33][CH2:34][N:35]([CH3:38])[CH2:36][CH2:37]3)[cH:39][cH:40]2)[n:3][cH:4][c:5]2[c:6]([n:23]1)[N:7]([CH:18]1[CH2:19][CH2:20][CH2:21][CH2:22]1)[CH2:8][C:9]([F:16])([F:17])[C:10](=[O:15])[N:11]2[CH2:12][CH2:13][CH3:14]. Procedure details: A suspension of 1-bromo-4-(3-bromopropoxy)benzene (1.85 g, 6.29 mmol), 4,4-difluoropiperidine hydrochloride (1.0 g, 6.34 mmol) and potassium carbonate (2.17 g, 15.7 mmol) in acetonitrile (100 mL) was heated to 60° C. overnight, then concentrated in vacuo. The residue was partitioned between ether and saturated aqueous sodium bicarbonate. The layers were separated; the organic layer was washed with saturated aqueous sodium bicarbonate, water and brine. The organic layer was dried (Na2SO4), filter... As a reaction SMILES: [Br:1][C:2]1[CH:7]=[CH:6][C:5]([O:8][CH2:9][CH2:10][CH2:11]Br)=[CH:4][CH:3]=1.Cl.[F:14][C:15]1([F:21])[CH2:20][CH2:19][NH:18][CH2:17][CH2:16]1.C(=O)([O-])[O-].[K+].[K+]>C(#N)C>[Br:1][C:2]1[CH:7]=[CH:6][C:5]([O:8][CH2:9][CH2:10][CH2:11][N:18]2[CH2:19][CH2:20][C:15]([F:21])([F:14])[CH2:16][CH2:17]2)=[CH:4][CH:3]=1 |f:1.2,3.4.5|. Yields the product BrC1=CC=C(OCCCN2CCC(CC2)(F)F)C=C1 (1-[3-(4-bromophenoxy)propyl]-4,4-difluoropiperidine). Run in C(C)#N (acetonitrile). Isolated yield 50.9%. The reactants are BrC1=CC=C(C=C1)OCCCBr (1-bromo-4-(3-bromopropoxy)benzene), Cl.FC1(CCNCC1)F (4,4-difluoropiperidine hydrochloride), C([O-])([O-])=O.[K+].[K+] (potassium carbonate). Run at temperature 60 celsius. Starting materials: Br, CC(=O)O, COc1ccc(Oc2cc3ccc(Cl)cc3cn2)cc1, [Na+], [Na+], O=C([O-])[O-], O. Product: Oc1ccc(Oc2cc3ccc(Cl)cc3cn2)cc1. As a reaction SMILES: [BrH:21].[CH3:29][C:30](=[O:31])[OH:32].[Cl:1][c:2]1[cH:3][cH:4][c:5]2[cH:6][c:7]([O:12][c:13]3[cH:14][cH:15][c:16]([O:19][CH3:20])[cH:17][cH:18]3)[n:8][cH:9][c:10]2[cH:11]1.[Na+:23].[Na+:24].[O-:25][C:26](=[O:27])[O-:28].[OH2:22]>>[Cl:1][c:2]1[cH:3][cH:4][c:5]2[cH:6][c:7]([O:12][c:13]3[cH:14][cH:15][c:16]([OH:19])[cH:17][cH:18]3)[n:8][cH:9][c:10]2[cH:11]1. Reactants: [BH4-], CCOCC, [Li+], C1CCOC1, COC(=O)c1cc([N+](=O)[O-])c2sc(Nc3c(C)cc(C)cc3C)nc2c1. Product: Cc1cc(C)c(Nc2nc3cc(CO)cc([N+](=O)[O-])c3s2)c(C)c1. Reaction SMILES: [BH4-:27].[CH2:34]([O:35][CH2:36][CH3:37])[CH3:38].[Li+:28].[O:29]1[CH2:30][CH2:31][CH2:32][CH2:33]1.[c:1]1([CH3:26])[c:2]([NH:9][c:10]2[s:11][c:12]3[c:13]([n:14]2)[cH:15][c:16]([C:22](=[O:23])[O:24][CH3:25])[cH:17][c:18]3[N+:19](=[O:20])[O-:21])[c:3]([CH3:8])[cH:4][c:5]([CH3:7])[cH:6]1>>[c:1]1([CH3:26])[c:2]([NH:9][c:10]2[s:11][c:12]3[c:13]([n:14]2)[cH:15][c:16]([CH2:22][OH:23])[cH:17][c:18]3[N+:19](=[O:20])[O-:21])[c:3]([CH3:8])[cH:4][c:5]([CH3:7])[cH:6]1. The reactants are CCOCC, Fc1ccc(CC2CCNCC2)cc1, O=C(O)c1cc2cc3[nH]c(=O)oc3cc2[nH]1. The product is O=C(c1cc2cc3[nH]c(=O)oc3cc2[nH]1)N1CCC(Cc2ccc(F)cc2)CC1. RXN SMILES: [CH3:31][CH2:32][O:33][CH2:34][CH3:35].[F:17][c:18]1[cH:19][cH:20][c:21]([CH2:22][CH:23]2[CH2:24][CH2:25][NH:26][CH2:27][CH2:28]2)[cH:29][cH:30]1.[O:1]=[c:2]1[o:3][c:4]2[c:5]([cH:6][c:7]3[cH:8][c:9]([C:13](=[O:14])[OH:15])[nH:10][c:11]3[cH:12]2)[nH:16]1>>[O:1]=[c:2]1[o:3][c:4]2[c:5]([cH:6][c:7]3[cH:8][c:9]([C:13](=[O:15])[N:26]4[CH2:25][CH2:24][CH:23]([CH2:22][c:21]5[cH:20][cH:19][c:18]([F:17])[cH:30][cH:29]5)[CH2:28][CH2:27]4)[nH:10][c:11]3[cH:12]2)[nH:16]1. Starting materials: N=1C=CN2C1C=CC(=C2)C=2C=C(C(NC2C)=O)C#N (1,2-dihydro-5-(imidazo[1,2-a]pyridin-6-yl)-6-methyl-2-oxo-3-pyridinecarbonitrile), ClN1C(CCC1=O)=O (N-chlorosuccinimide). Solvent: CN(C=O)C (N,N-dimethylformamide). Product: ClC1=CN=C2N1C=C(C=C2)C=2C=C(C(NC2C)=O)C#N (5-(3-chloroimidazo[1,2-a]pyridin-6-yl)-1,2-dihydro-6-methyl-2-oxo-3-pyridinecarbonitrile). Isolated yield 29.3%. RXN SMILES: [N:1]1[CH:2]=[CH:3][N:4]2[CH:9]=[C:8]([C:10]3[CH:11]=[C:12]([C:18]#[N:19])[C:13](=[O:17])[NH:14][C:15]=3[CH3:16])[CH:7]=[CH:6][C:5]=12.[Cl:20]N1C(=O)CCC1=O>CN(C)C=O>[Cl:20][C:3]1[N:4]2[CH:9]=[C:8]([C:10]3[CH:11]=[C:12]([C:18]#[N:19])[C:13](=[O:17])[NH:14][C:15]=3[CH3:16])[CH:7]=[CH:6][C:5]2=[N:1][CH:2]=1. Procedure: In 10 ml of N,N-dimethylformamide, 0.3 g of 1,2-dihydro-5-(imidazo[1,2-a]pyridin-6-yl)-6-methyl-2-oxo-3-pyridinecarbonitrile was stirred together with 0.19 g of N-chlorosuccinimide at 60° to 80° C. for 2 hours. After cooling, the solvent was removed by distillation under reduced pressure and water was added to the residue to take the solid by filtration. The solid was recrystallized from large quantities of methanol to obtain 0.1 g of 5-(3-chloroimidazo[1,2-a]pyridin-6-yl)-1,2-dihydro-6-methyl-2...